This data is from the Open Reaction Database (ORD), a public repository of structured organic reaction records. The task is: describe an organic reaction: reactants, conditions, products, and yield The reactants are CC(C)(C)OC(=O)N1CCCCC(N)C1, CC(C)O, CCN(C(C)C)C(C)C, O=[N+]([O-])c1cnc2c(ccn2S(=O)(=O)c2ccccc2)c1Cl. Yields the product CC(C)(C)OC(=O)N1CCCCC(Nc2c([N+](=O)[O-])cnc3c2ccn3S(=O)(=O)c2ccccc2)C1. Reaction SMILES: [C:23]([CH3:24])([CH3:25])([CH3:26])[O:27][C:28](=[O:29])[N:30]1[CH2:31][CH:32]([NH2:37])[CH2:33][CH2:34][CH2:35][CH2:36]1.[CH3:47][CH:48]([OH:49])[CH3:50].[CH:38]([N:39]([CH:40]([CH3:41])[CH3:42])[CH2:43][CH3:44])([CH3:45])[CH3:46].[c:1]1([S:7](=[O:8])(=[O:9])[n:10]2[cH:11][cH:12][c:13]3[c:14]2[n:15][cH:16][c:17]([N+:20](=[O:21])[O-:22])[c:18]3[Cl:19])[cH:2][cH:3][cH:4][cH:5][cH:6]1>>[c:1]1([S:7](=[O:8])(=[O:9])[n:10]2[cH:11][cH:12][c:13]3[c:14]2[n:15][cH:16][c:17]([N+:20](=[O:21])[O-:22])[c:18]3[NH:37][CH:32]2[CH2:31][N:30]([C:28]([O:27][C:23]([CH3:24])([CH3:25])[CH3:26])=[O:29])[CH2:36][CH2:35][CH2:34][CH2:33]2)[cH:2][cH:3][cH:4][cH:5][cH:6]1. Reactants: Cc1ccccc1, [Na+], [OH-], O, OCCO, Cc1ccc(S(=O)(=O)O)cc1, O=Cc1ccc2sccc2c1. The product is c1cc2cc(C3OCCO3)ccc2s1. Reaction SMILES: [CH3:30][c:31]1[cH:32][cH:33][cH:34][cH:35][cH:36]1.[Na+:29].[OH-:28].[OH2:16].[OH:12][CH2:13][CH2:14][OH:15].[c:17]1([CH3:18])[cH:19][cH:20][c:21]([S:22]([OH:23])(=[O:24])=[O:25])[cH:26][cH:27]1.[s:1]1[cH:2][cH:3][c:4]2[c:5]1[cH:6][cH:7][c:8]([CH:10]=[O:11])[cH:9]2>>[s:1]1[cH:2][cH:3][c:4]2[c:5]1[cH:6][cH:7][c:8]([CH:10]1[O:11][CH2:14][CH2:13][O:12]1)[cH:9]2.